From a dataset of the Open Reaction Database (ORD), a public repository of structured organic reaction records. describe an organic reaction: reactants, conditions, products, and yield Starting materials: ClC1=NC=C(C(=N1)NC1=CC(=CC=C1)O)F (2-chloro-5-fluoro-N4-(3-hydroxyphenyl)-4-pyrimidineamine), C(CC)NC(=O)C=1C=C(N)C=CC1 (3-[(N-propylamino)carbonyl]aniline). The product is C(CC)NC(=O)C=1C=C(C=CC1)NC1=NC=CC(=N1)N (N2-[3-[(N-propylamino)carbonyl]phenyl]-2,4-pyrimidinediamine). RXN SMILES: Cl[C:2]1[N:7]=[C:6]([NH:8]C2C=CC=C(O)C=2)[C:5](F)=[CH:4][N:3]=1.[CH2:17]([NH:20][C:21]([C:23]1[CH:24]=[C:25]([CH:27]=[CH:28][CH:29]=1)[NH2:26])=[O:22])[CH2:18][CH3:19]>>[CH2:17]([NH:20][C:21]([C:23]1[CH:24]=[C:25]([NH:26][C:2]2[N:7]=[C:6]([NH2:8])[CH:5]=[CH:4][N:3]=2)[CH:27]=[CH:28][CH:29]=1)=[O:22])[CH2:18][CH3:19]. Procedure: In like manner to the preparation of 5-fluoro-N4-(3-hydroxyphenyl)-N2-[4-(3-phenyl-1,2,4-oxadiazol-5-yl)methyleneoxyphenyl]-2,4-pyrimidinediamine, 2-chloro-5-fluoro-N4-(3-hydroxyphenyl)-4-pyrimidineamine and 3-[(N-propylamino)carbonyl]aniline were reacted to provide 5-fluoro-N4-3-hydroxyphenyl)-N2-[3-[(N-propylamino)carbonyl]phenyl]-2,4-pyrimidinediamine. 1H NMR (CD3OD): δ 8.00 (d, 1H, J=5.4 Hz), 7.84 (t, 1H, J=1.8 Hz), 7.69–7.59 (m, 2H), 7.44 (t, 1H, J=7.5 Hz), 7.16–7.05 (m, 3H), 6.67 (td, 1H, ... Reagents/catalysts: [W] (tungsten). As a reaction SMILES: OO.C([OH:7])(C)(C)C.C=CCCCCCC.[O:16]([CH:18]([CH2:21][CH2:22][CH2:23][CH2:24][CH2:25][CH3:26])[CH2:19][OH:20])O>[W].C(OC)(C)(C)C>[O:20]([CH2:19][CH:18]([OH:16])[CH2:21][CH2:22][CH2:23][CH2:24][CH2:25][CH3:26])[OH:7]. Yield: 42.0%. The product is O(O)CC(CCCCCC)O (1-hydroperoxy-2-hydroxyoctane). Procedure: To a 50 mL flask equipped with a magnetic stirrer and a refluxing condensing tube were added 300 mg of the tungsten-containing mesoporous silicate prepared in Example 2, 760 mg of 60% by weight aqueous hydrogen peroxide solution, 3 g of tert-butanol and 500 mg of 1-octene, and the mixture was stirred and maintained at an inner temperature of 50° C. for 16 hours to react these materials. To the resulting reaction mixture was added 5 g of methyl tert-butyl ether, and the mixture was stirred, and a... Run in C(C)(C)(C)OC (methyl tert-butyl ether). Run at temperature 50 celsius. Reactants: OO (hydrogen peroxide), C(C)(C)(C)O (tert-butanol), C=CCCCCCC (1-octene), O(O)C(CO)CCCCCC (2-hydroperoxy-1-hydroxyoctane). The reactants are C(C)(=O)C=1NC2=CC(=CC=C2C1CC(C)C)C(=O)OC (methyl 2-acetyl-3-isobutylindole-6-carboxylate), ClC1=C(CBr)C=CC=C1 (2-chlorobenzyl bromide). The product is C(C)(=O)C=1N(C2=CC(=CC=C2C1CC(C)C)C(=O)OC)CC1=C(C=CC=C1)Cl (Methyl 2-acetyl-1-(2-chlorobenzyl)-3-isobutylindole-6-carboxylate). RXN SMILES: [C:1]([C:4]1[NH:5][C:6]2[C:11]([C:12]=1[CH2:13][CH:14]([CH3:16])[CH3:15])=[CH:10][CH:9]=[C:8]([C:17]([O:19][CH3:20])=[O:18])[CH:7]=2)(=[O:3])[CH3:2].[Cl:21][C:22]1[CH:29]=[CH:28][CH:27]=[CH:26][C:23]=1[CH2:24]Br>>[C:1]([C:4]1[N:5]([CH2:24][C:23]2[CH:26]=[CH:27][CH:28]=[CH:29][C:22]=2[Cl:21])[C:6]2[C:11]([C:12]=1[CH2:13][CH:14]([CH3:16])[CH3:15])=[CH:10][CH:9]=[C:8]([C:17]([O:19][CH3:20])=[O:18])[CH:7]=2)(=[O:3])[CH3:2]. Reported procedure: Methyl 2-acetyl-1-(2-chlorobenzyl)-3-isobutylindole-6-carboxylate (71.4 mg) was prepared from methyl 2-acetyl-3-isobutylindole-6-carboxylate (58 mg) and 2-chlorobenzyl bromide (0.04 ml) in a similar manner to that of Example 1. Starting materials: CCBr, CCOCC, CN(C)C=O, CC(=O)c1ccc(OCCCN2CCC(c3noc4cc(F)ccc34)CC2)c(O)c1, O. Yields the product CCOc1cc(C(C)=O)ccc1OCCCN1CCC(c2noc3cc(F)ccc23)CC1. As a reaction SMILES: [Br:31][CH2:32][CH3:33].[CH3:35][CH2:36][O:37][CH2:38][CH3:39].[CH3:40][N:41]([CH3:42])[CH:43]=[O:44].[F:1][c:2]1[cH:3][c:4]2[c:5]([c:6]([CH:9]3[CH2:10][CH2:11][N:12]([CH2:15][CH2:16][CH2:17][O:18][c:19]4[c:20]([OH:28])[cH:21][c:22]([C:25]([CH3:26])=[O:27])[cH:23][cH:24]4)[CH2:13][CH2:14]3)[n:7][o:8]2)[cH:29][cH:30]1.[OH2:34]>>[F:1][c:2]1[cH:3][c:4]2[c:5]([c:6]([CH:9]3[CH2:10][CH2:11][N:12]([CH2:15][CH2:16][CH2:17][O:18][c:19]4[c:20]([O:28][CH2:32][CH3:33])[cH:21][c:22]([C:25]([CH3:26])=[O:27])[cH:23][cH:24]4)[CH2:13][CH2:14]3)[n:7][o:8]2)[cH:29][cH:30]1. Starting materials: ClC1=CC=NC2=CC=CC=C12 (4-Chloroquinoline), N[C@@H](C(C)C)C(=O)N (valinamide), C(C)(C)NC(C)C (diisopropylamine), COCC(C)O (1-methoxy-2-propanol). The product is CC(C(C(=O)N)NC1=CC=NC2=CC=CC=C12)C (3-Methyl-2-(4-quinolylamino)butanamide). Isolated yield 15.6%. RXN SMILES: Cl[C:2]1[C:11]2[C:6](=[CH:7][CH:8]=[CH:9][CH:10]=2)[N:5]=[CH:4][CH:3]=1.[NH2:12][C@H:13]([C:17]([NH2:19])=[O:18])[CH:14]([CH3:16])[CH3:15].C(NC(C)C)(C)C.COCC(O)C>>[CH3:15][CH:14]([CH3:16])[CH:13]([NH:12][C:2]1[C:11]2[C:6](=[CH:7][CH:8]=[CH:9][CH:10]=2)[N:5]=[CH:4][CH:3]=1)[C:17]([NH2:19])=[O:18]. Procedure: 4-Chloroquinoline (0.82 g, 5 mmol), valinamide (0.64 g, 5.5 mmol) and diisopropylamine (1.9 ml, 11 mmol) were mixed with 1-methoxy-2-propanol (8 ml) and heated with stirring at reflux for 48 hours. The solvent was removed under reduced pressure, the residue was partitioned between water and ethyl acetate, the phases were separated, the aqueous phase was washed 3 times with ethyl acetate and basified with 50% NaOH. A precipitate formed that was filtered off and dried in air to give 0.2 g of a sol... Starting materials: 4A, BrC=1N=C(SC1)C=O (4-bromothiazole-2-carbaldehyde), C(CO)O (Ethylene glycol). Reagents/catalysts: CC=1C=CC(=CC1)S(=O)(=O)O (pTsOH). Solvent: C1=CC=CC=C1 (Benzene). Yields the product BrC=1N=C(SC1)C1OCCO1 (4-bromo-2-(1,3-dioxolan-2-yl)thiazole). Isolated yield 94.3%. RXN SMILES: [Br:1][C:2]1[N:3]=[C:4]([CH:7]=[O:8])[S:5][CH:6]=1.[CH2:9](O)[CH2:10][OH:11]>C1C=CC=CC=1.CC1C=CC(S(O)(=O)=O)=CC=1>[Br:1][C:2]1[N:3]=[C:4]([CH:7]2[O:11][CH2:10][CH2:9][O:8]2)[S:5][CH:6]=1. Procedure details: To a rb flask with an attached Dean-Stark trap containing molecular sieves, 4A (0.25g) was added 4-bromothiazole-2-carbaldehyde (4.4 g, 22.91 mmol). The starting material was dissolved in Benzene (45 ml) and Ethylene glycol (1.406 ml, 25.2 mmol) was added followed by pTsOH (0.218 g, 1.146 mmol). The mixture was heated to reflux for 3 h. The mixture was cooled to rt, and was partitioned with sat. aq. NaHCO3. The mixture was washed 2× with sat. NaHCO3 (40 mL), then once with sat. NaCl (40 mL). The... Reactants: CN1CCN(c2cc(-c3ccc4c(c3)CN(C(=O)Cc3cncc(Br)c3)CC4)nc(N)n2)CC1, [C-]#N, [C-]#N, CN1CCCC1=O, N, [Zn+2], [Zn]. The product is CN1CCN(c2cc(-c3ccc4c(c3)CN(C(=O)Cc3cncc(C#N)c3)CC4)nc(N)n2)CC1. RXN SMILES: [Br:1][c:2]1[cH:3][c:4]([CH2:8][C:9](=[O:10])[N:11]2[CH2:12][c:13]3[cH:14][c:15](-[c:21]4[n:22][c:23]([NH2:34])[n:24][c:25]([N:27]5[CH2:28][CH2:29][N:30]([CH3:33])[CH2:31][CH2:32]5)[cH:26]4)[cH:16][cH:17][c:18]3[CH2:19][CH2:20]2)[cH:5][n:6][cH:7]1.[C-:43]#[N:44].[C-:46]#[N:47].[CH3:35][N:36]1[CH2:37][CH2:38][CH2:39][C:40]1=[O:41].[NH3:42].[Zn+2:45].[Zn:48]>>[c:2]1([C:35]#[N:36])[cH:3][c:4]([CH2:8][C:9](=[O:10])[N:11]2[CH2:12][c:13]3[cH:14][c:15](-[c:21]4[n:22][c:23]([NH2:34])[n:24][c:25]([N:27]5[CH2:28][CH2:29][N:30]([CH3:33])[CH2:31][CH2:32]5)[cH:26]4)[cH:16][cH:17][c:18]3[CH2:19][CH2:20]2)[cH:5][n:6][cH:7]1.